Dataset: the Open Reaction Database (ORD), a public repository of structured organic reaction records. Task: describe an organic reaction: reactants, conditions, products, and yield Starting materials: S1C(=CC=C1)S(=O)(=O)Cl (2-thiophenesulfonyl chloride), NC=1C=C(C(=O)NC2=CC=CC=C2)C=CC1OC (3-amino-4-methoxy-N-phenyl-benzamide). Solvent: N1=CC=CC=C1 (pyridine). Product: S1C(=CC=C1)S(=O)(=O)NC=1C=C(C(=O)NC2=CC=CC=C2)C=CC1OC (3-(Thiophene-2-sulfonylamino)-4-methoxy-N-phenyl-benzamide). Isolated yield 89.0%. As a reaction SMILES: [S:1]1[CH:5]=[CH:4][CH:3]=[C:2]1[S:6](Cl)(=[O:8])=[O:7].[NH2:10][C:11]1[CH:12]=[C:13]([CH:23]=[CH:24][C:25]=1[O:26][CH3:27])[C:14]([NH:16][C:17]1[CH:22]=[CH:21][CH:20]=[CH:19][CH:18]=1)=[O:15]>N1C=CC=CC=1>[S:1]1[CH:5]=[CH:4][CH:3]=[C:2]1[S:6]([NH:10][C:11]1[CH:12]=[C:13]([CH:23]=[CH:24][C:25]=1[O:26][CH3:27])[C:14]([NH:16][C:17]1[CH:22]=[CH:21][CH:20]=[CH:19][CH:18]=1)=[O:15])(=[O:8])=[O:7]. Procedure details: Prepared according to the procedure described for Example 121 using 2-thiophenesulfonyl chloride (1.82 g, 10 mmol), 3-amino-4-methoxy-N-phenyl-benzamide (2.43 g, 10 mmol), and pyridine (25 mL) to afford the product (3.457 g); m.p. 180-183° C. after trituration in hexanes/ethyl acetate (1:1). Starting materials: CC1=CC(=NN1)N (5-methyl-1H-pyrazol-3-amine), FC(C1=NC2=C(C=CC=C2C(=N1)SC)NC(C)=O)(C1=NC=C(C=C1)F)F (N-(2-(difluoro(5-fluoropyridin-2-yl)methyl)-4-(methylthio)quinazolin-8-yl)acetamide), ClC1=CC(=CC=C1)C(=O)OO (3-chloroperbenzoic acid), S(=S)(=O)([O-])[O-].[Na+].[Na+] (sodium thiosulfate), C([O-])(O)=O.[Na+] (sodium bicarbonate). Run in C1CCOC1 (THF), C(Cl)Cl (DCM), C(Cl)Cl (DCM). Reaction conditions: time 40 minute. The product is FC(C1=NC2=C(C=CC=C2C(=N1)NC1=NNC(=C1)C)NC(C)=O)(C1=NC=C(C=C1)F)F (N-(2-(difluoro(5-fluoropyridin-2-yl)methyl)-4-((5-methyl-1H-pyrazol-3-yl)amino)quinazolin-8-yl)acetamide). Yield: 36.1%. As a reaction SMILES: [F:1][C:2]([F:26])([C:19]1[CH:24]=[CH:23][C:22]([F:25])=[CH:21][N:20]=1)[C:3]1[N:12]=[C:11](SC)[C:10]2[C:5](=[C:6]([NH:15][C:16](=[O:18])[CH3:17])[CH:7]=[CH:8][CH:9]=2)[N:4]=1.ClC1C=CC=C(C(OO)=O)C=1.S([O-])([O-])(=O)=S.[Na+].[Na+].C(=O)(O)[O-].[Na+].[CH3:50][C:51]1[NH:55][N:54]=[C:53]([NH2:56])[CH:52]=1>C(Cl)Cl.C1COCC1>[F:1][C:2]([F:26])([C:19]1[CH:24]=[CH:23][C:22]([F:25])=[CH:21][N:20]=1)[C:3]1[N:12]=[C:11]([NH:56][C:53]2[CH:52]=[C:51]([CH3:50])[NH:55][N:54]=2)[C:10]2[C:5](=[C:6]([NH:15][C:16](=[O:18])[CH3:17])[CH:7]=[CH:8][CH:9]=2)[N:4]=1 |f:2.3.4,5.6|. Procedure details: To N-(2-(difluoro(5-fluoropyridin-2-yl)methyl)-4-(methylthio)quinazolin-8-yl)acetamide (90 mg, 0.24 mmol) in DCM (5 mL) at 0° C. was added 3-chloroperbenzoic acid (70%, 77 mg, 0.3 mmol) and the mixture stirred for 40 min. The mixture was diluted with DCM and then aq sodium thiosulfate and saturated aq sodium bicarbonate were added. The organic layer was separated, dried over sodium sulfate, and concentrated under reduced pressure. To the residue were added THF (3 mL) and 5-methyl-1H-pyrazol-3-am... As a reaction SMILES: [CH3:26][O:27][C:28]([CH2:29][n:30]1[n:31][cH:32][c:33]([CH2:35][Cl:36])[cH:34]1)=[O:37].[Cl:1][c:2]1[cH:3][c:4]([OH:23])[cH:5][cH:6][c:7]1[CH:8]([C:9]([C:10]([F:11])([F:12])[F:13])([c:14]1[cH:15][c:16]([CH3:20])[n:17][cH:18][cH:19]1)[OH:21])[CH3:22].[H-:25].[I-:38].[Na+:24].[Na+:39].[O:40]=[CH:41][N:42]([CH3:43])[CH3:44]>>[Cl:1][c:2]1[cH:3][c:4]([O:23][CH2:35][c:33]2[cH:32][n:31][n:30]([CH2:29][C:28]([O:27][CH3:26])=[O:37])[cH:34]2)[cH:5][cH:6][c:7]1[CH:8]([C:9]([C:10]([F:11])([F:12])[F:13])([c:14]1[cH:15][c:16]([CH3:20])[n:17][cH:18][cH:19]1)[OH:21])[CH3:22]. Yields the product COC(=O)Cn1cc(COc2ccc(C(C)C(O)(c3ccnc(C)c3)C(F)(F)F)c(Cl)c2)cn1. Reactants: COC(=O)Cn1cc(CCl)cn1, Cc1cc(C(O)(C(C)c2ccc(O)cc2Cl)C(F)(F)F)ccn1, [H-], [I-], [Na+], [Na+], CN(C)C=O. Starting materials: [OH-].[Na+] (NaOH), C(C)(=O)OC1N=C(C=2C(NC1=O)=CN(C2C)C)C2=CC=CC=C2 (3-acetoxy-1,7-dihydro-6,7-dimethyl-5-phenyl-pyrrolo[3,4-e][1,4]-diazepin-2(3H)-one), C(=O)=O (CO2). Solvent: C(C)O (ethanol). Run at temperature 5 celsius. Yields the product OC1N=C(C=2C(NC1=O)=CN(C2C)C)C2=CC=CC=C2 (1,7-Dihydro-3-hydroxy-6,7-dimethyl-5-phenylpyrrolo[3,4-e][1,4]diazepin-2(3H)-one). RXN SMILES: C([O:4][CH:5]1[C:11](=[O:12])[NH:10][C:9]2=[CH:13][N:14]([CH3:17])[C:15]([CH3:16])=[C:8]2[C:7]([C:18]2[CH:23]=[CH:22][CH:21]=[CH:20][CH:19]=2)=[N:6]1)(=O)C.[OH-].[Na+].C(=O)=O>C(O)C>[OH:4][CH:5]1[C:11](=[O:12])[NH:10][C:9]2=[CH:13][N:14]([CH3:17])[C:15]([CH3:16])=[C:8]2[C:7]([C:18]2[CH:23]=[CH:22][CH:21]=[CH:20][CH:19]=2)=[N:6]1 |f:1.2|. Procedure details: To a suspension of 3-acetoxy-1,7-dihydro-6,7-dimethyl-5-phenyl-pyrrolo[3,4-e][1,4]-diazepin-2(3H)-one (40 g) in ethanol (2000 ml), cooled to 5° C., 1N NaOH (128 ml) was added with stirring. After 10 minutes the reaction mixture was cooled to about 4° C. and allowed to stand at this temperature for one night. Then CO2 was gradually added to the solution to lower the pH to about 8. Ethanol was evaporated at the pump and the obtained residue was washed first with water and then with methanol, and c... Starting materials: O=C([O-])[O-], CN(C)C=O, ClCc1ccncc1, Cl, [K+], [K+], O, CCCNC(=O)Nc1ccc(Oc2ccnc3cc(O)c(OC)cc23)cc1OC. Product: CCCNC(=O)Nc1ccc(Oc2ccnc3cc(OCc4ccncc4)c(OC)cc23)cc1OC. As a reaction SMILES: [C:30](=[O:31])([O-:32])[O-:33].[CH3:46][N:47]([CH3:48])[CH:49]=[O:50].[Cl:37][CH2:38][c:39]1[cH:40][cH:41][n:42][cH:43][cH:44]1.[ClH:36].[K+:34].[K+:35].[OH2:45].[OH:1][c:2]1[c:3]([O:28][CH3:29])[cH:4][c:5]2[c:6]([O:12][c:13]3[cH:14][c:15]([O:26][CH3:27])[c:16]([NH:19][C:20](=[O:21])[NH:22][CH2:23][CH2:24][CH3:25])[cH:17][cH:18]3)[cH:7][cH:8][n:9][c:10]2[cH:11]1>>[O:1]([c:2]1[c:3]([O:28][CH3:29])[cH:4][c:5]2[c:6]([O:12][c:13]3[cH:14][c:15]([O:26][CH3:27])[c:16]([NH:19][C:20](=[O:21])[NH:22][CH2:23][CH2:24][CH3:25])[cH:17][cH:18]3)[cH:7][cH:8][n:9][c:10]2[cH:11]1)[CH2:38][c:39]1[cH:40][cH:41][n:42][cH:43][cH:44]1. The reactants are Cc1ccc(S(=O)(=O)Sc2cc(C)c(CO)cc2C(C)(C)C)cc1, O=C([O-])[O-], CCOCC, [K+], [K+], CN(C)C=O, CC(C)C1(CCc2cccnc2)CC(O)=CC(=O)O1. Product: Cc1cc(SC2=C(O)CC(CCc3cccnc3)(C(C)C)OC2=O)c(C(C)(C)C)cc1CO. As a reaction SMILES: [C:20]([CH3:21])([CH3:22])([CH3:23])[c:24]1[c:25]([S:33][S:34]([c:35]2[cH:36][cH:37][c:38]([CH3:39])[cH:40][cH:41]2)(=[O:42])=[O:43])[cH:26][c:27]([CH3:32])[c:28]([CH2:30][OH:31])[cH:29]1.[C:44](=[O:45])([O-:46])[O-:47].[CH3:50][CH2:51][O:52][CH2:53][CH3:54].[K+:48].[K+:49].[O:55]=[CH:56][N:57]([CH3:58])[CH3:59].[OH:1][C:2]1=[CH:3][C:4](=[O:19])[O:5][C:6]([CH2:8][CH2:9][c:10]2[cH:11][n:12][cH:13][cH:14][cH:15]2)([CH:16]([CH3:17])[CH3:18])[CH2:7]1>>[OH:1][C:2]1=[C:3]([S:33][c:25]2[c:24]([C:20]([CH3:21])([CH3:22])[CH3:23])[cH:29][c:28]([CH2:30][OH:31])[c:27]([CH3:32])[cH:26]2)[C:4](=[O:19])[O:5][C:6]([CH2:8][CH2:9][c:10]2[cH:11][n:12][cH:13][cH:14][cH:15]2)([CH:16]([CH3:17])[CH3:18])[CH2:7]1. Starting materials: [O-]C#N.[K+] (potassium cyanate), Cl (hydrogen chloride), S1(=O)(=O)CCCC1 (sulfolane), ClC=1C=C(C(C(=O)O)=CC1)NCC(=O)OCC (4-chloro-N-(ethoxycarbonylmethyl)anthranilic acid), Cl (hydrogen chloride), [O-]C#N.[K+] (potassium cyanate), Cl (hydrogen chloride), [O-]C#N.[K+] (potassium cyanate). Run at time 15 minute. Yields the product ClC1=CC=C2C(NC(N(C2=C1)CC(=O)OCC)=O)=O (ethyl 1,2,3,4-tetrahydro-7-chloro-2,4-dioxoquinazolin-1-ylacetate). Yield: 94.3%. As a reaction SMILES: [O-:1][C:2]#[N:3].[K+].Cl.S1(CCCC1)(=O)=O.[Cl:13][C:14]1[CH:15]=[C:16]([NH:23][CH2:24][C:25]([O:27][CH2:28][CH3:29])=[O:26])[C:17](=[CH:21][CH:22]=1)[C:18]([OH:20])=O>>[Cl:13][C:14]1[CH:15]=[C:16]2[C:17]([C:18](=[O:20])[NH:3][C:2](=[O:1])[N:23]2[CH2:24][C:25]([O:27][CH2:28][CH3:29])=[O:26])=[CH:21][CH:22]=1 |f:0.1|. Procedure: A total of 128 g of potassium cyanate and 144 g of hydrogen chloride are metered into 700 g of sulfolane at 15-20° C. over a period of 5 hours. For this, 14.4 g of hydrogen chloride are first passed in and 12.8 g of potassium cyanate are then added; this operation is repeated 10 times, until the entire amount of hydrogen chloride and potassium cyanate has been added. 117 g of 4-chloro-N-(ethoxycarbonylmethyl)anthranilic acid are then added at 45-50° C. in the course of 2 hours. The mixture is su...